From a dataset of the Open Reaction Database (ORD), a public repository of structured organic reaction records. describe an organic reaction: reactants, conditions, products, and yield Starting materials: C1(CCCCC1)(C(=O)O)C(=O)O (cyclohexane dicarboxylic acid), C(C)(=O)[O-].[Mo+4].C(C)(=O)[O-].C(C)(=O)[O-].C(C)(=O)[O-] (molybdenum acetate). Run in CO (methanol). Run at time 3 day. The product is [Mo].C1(CCCCC1)(C(=O)O)C(=O)O (cyclohexane dicarboxylic acid molybdenum). Reaction SMILES: [C:1]1([C:10]([OH:12])=[O:11])([C:7]([OH:9])=[O:8])[CH2:6][CH2:5][CH2:4][CH2:3][CH2:2]1.C([O-])(=O)C.[Mo+4:17].C([O-])(=O)C.C([O-])(=O)C.C([O-])(=O)C>CO>[Mo:17].[C:1]1([C:10]([OH:12])=[O:11])([C:7]([OH:9])=[O:8])[CH2:2][CH2:3][CH2:4][CH2:5][CH2:6]1 |f:1.2.3.4.5,7.8|. Procedure: 0.885 g (5.14 mmol) of cyclohexane dicarboxylic acid and 1,000 g (2.34 mmol) of molybdenum acetate were dissolved in 900 ml of methanol. After this was stirred for three days at the room temperature, this was kept still for a few days. Thereafter, its precipitation product was suction-filtered, rinsed sufficiently with methanol and then vacuum-dried for 60° C./4 hours, whereby 1.216 g of target substance was obtained. This substance had the specific surface area of 212 m2 /g. And, a measurement ... Reactants: CCOC(=O)C (EtOAc), O1C(CCCC1)N1N=CC=C1 (1-tetrahydropyran-2-yl-pyrazole), C(C)(C)(C)[Li] (t-butyl lithium), C(C)(=O)C1=CC2=C(N(C(S2)=O)COC)C=C1 (6-acetyl-3-(methoxymethyl)-3H-1,3-benzothiazol-2-one). Run in C1CCOC1 (THF), C1CCOC1 (THF). Conditions: temperature -78 celsius, time 60 minute. The product is OC(C)(C1=CC=NN1C1OCCCC1)C1=CC2=C(N(C(S2)=O)COC)C=C1 (6-[1-hydroxy-1-(1-tetrahydropyran-2-yl-1H-pyrazol-5-yl)ethyl]-3-(methoxymethyl)-3H-1,3-benzothiazol-2-one). The yield is 84.3%. Reaction SMILES: [O:1]1[CH2:6][CH2:5][CH2:4][CH2:3][CH:2]1[N:7]1[CH:11]=[CH:10][CH:9]=[N:8]1.C([Li])(C)(C)C.[C:17]([C:20]1[CH:32]=[CH:31][C:23]2[N:24]([CH2:28][O:29][CH3:30])[C:25](=[O:27])[S:26][C:22]=2[CH:21]=1)(=[O:19])[CH3:18].CCOC(C)=O>C1COCC1>[OH:19][C:17]([C:20]1[CH:32]=[CH:31][C:23]2[N:24]([CH2:28][O:29][CH3:30])[C:25](=[O:27])[S:26][C:22]=2[CH:21]=1)([C:11]1[N:7]([CH:2]2[CH2:3][CH2:4][CH2:5][CH2:6][O:1]2)[N:8]=[CH:9][CH:10]=1)[CH3:18]. Procedure: Add 1-tetrahydropyran-2-yl-pyrazole (1.5 Eq, 202 mmoles, 30.8 g)(Aldrich) and THF (900 mL) to a flame dried 2 L 3 neck round bottom flask and cool to −78° C. (dry ice/acetone bath). Add t-butyl lithium (2.5 M in THF)(1.5 Eq, 202 mmoles; 81.0 mL) dropwise, maintaining at least −68° C., and stir for 60 min at −78° C. Add a solution of 6-acetyl-3-(methoxymethyl)-3H-1,3-benzothiazol-2-one (32.0 g, 134 mmoles) in THF (450 mL) dropwise over 45 min, and stir at −78 for 30 min. Remove the dry ice bath a... The reactants are 5(a), [BH4-].[Li+] (lithium borohydride), O(C1=CC=CC=C1)CC1CN(C(O1)=O)CCC(=O)OCC (ethyl 3-(5-phenoxymethyl-2-oxooxazolidin-3-yl)propionate), O1CCCC1 (tetrahydrofuran). Solvent: CO (methanol). Yields the product O(C1=CC=CC=C1)CC1CN(C(O1)=O)CCCO (3-(5-Phenoxymethyl-2-oxooxazolidin-3-yl)propanol). Yield: 100.4%. As a reaction SMILES: [O:1]([CH2:8][CH:9]1[O:13][C:12](=[O:14])[N:11]([CH2:15][CH2:16][C:17](OCC)=[O:18])[CH2:10]1)[C:2]1[CH:7]=[CH:6][CH:5]=[CH:4][CH:3]=1.O1CCCC1.[BH4-].[Li+]>CO>[O:1]([CH2:8][CH:9]1[O:13][C:12](=[O:14])[N:11]([CH2:15][CH2:16][CH2:17][OH:18])[CH2:10]1)[C:2]1[CH:7]=[CH:6][CH:5]=[CH:4][CH:3]=1 |f:2.3|. Procedure: A procedure similar to that described in Preparation 5(a) was repeated, except that 1.64 g of ethyl 3-(5-phenoxymethyl-2-oxooxazolidin-3-yl)propionate (prepared as described in Preparation 113), 15 ml of anhydrous tetrahydrofuran, 244 mg of lithium borohydride and 179 mg of anhydrous methanol were used, to give 1.41 g of the title compound having an Rf value of 0.28 (on silica gel thin layer chromatography, using ethyl acetate as the developing solvent).